This data is from the Open Reaction Database (ORD), a public repository of structured organic reaction records. The task is: describe an organic reaction: reactants, conditions, products, and yield Reactants: CO, ON1NN=CN1c1ccc(OCc2ccccc2)cc1. Product: Oc1ccc(N2C=NNN2O)cc1. Reaction SMILES: [CH3:21][OH:22].[OH:1][N:2]1[N:3]([c:7]2[cH:8][cH:9][c:10]([O:13][CH2:14][c:15]3[cH:16][cH:17][cH:18][cH:19][cH:20]3)[cH:11][cH:12]2)[CH:4]=[N:5][NH:6]1>>[OH:1][N:2]1[N:3]([c:7]2[cH:8][cH:9][c:10]([OH:13])[cH:11][cH:12]2)[CH:4]=[N:5][NH:6]1. Starting materials: COC1=CC=C(C=C1)O (4-methoxy-phenol), [Mg+2].[Cl-].[Cl-] (MgCl2), TEA, C=O (paraformaldehyde), Cl (HCl). Run in CC#N (MeCN). Yields the product OC1=C(C=O)C=C(C=C1)OC (2-hydroxy-5-methoxy-benzaldehyde). Yield: 62.5%. RXN SMILES: [Mg+2].[Cl-].[Cl-].[CH2:4]=[O:5].[CH3:6][O:7][C:8]1[CH:13]=[CH:12][C:11]([OH:14])=[CH:10][CH:9]=1.Cl>CC#N>[OH:14][C:11]1[CH:12]=[CH:13][C:8]([O:7][CH3:6])=[CH:9][C:10]=1[CH:4]=[O:5] |f:0.1.2|. Reported procedure: To a mixture of MgCl2 (3.48 g, 37.0 mmol), TEA (12.8 mL, 92.1 mmol) and paraformaldehyde (5 g, 167 mmol) in MeCN (100 mL) was added 4-methoxy-phenol (3 g, 24.2 mmol). The mixture was refluxed for 8 hours, cooled to room temperature, then poured into 5% HCl (300 mL), extracted with ethyl acetate (200 mL×3). The combined organic layer was dried, concentrated and purified by column chromatography on silica gel (ethyl acetate/n-hexane=1/5) to give 2.3 g of 2-hydroxy-5-methoxy-benzaldehyde (4A). Starting materials: Cc1ccccc1, Nc1cc(Cl)c(Cl)c(Cl)c1, O=C=NC(=O)c1c(F)cccc1F. Product: O=C(NC(=O)c1c(F)cccc1F)Nc1cc(Cl)c(Cl)c(Cl)c1. RXN SMILES: [CH3:24][c:25]1[cH:26][cH:27][cH:28][cH:29][cH:30]1.[Cl:1][c:2]1[cH:3][c:4]([NH2:5])[cH:6][c:7]([Cl:10])[c:8]1[Cl:9].[F:11][c:12]1[c:13]([C:14](=[O:15])[N:16]=[C:17]=[O:18])[c:19]([F:23])[cH:20][cH:21][cH:22]1>>[Cl:1][c:2]1[cH:3][c:4]([NH:5][C:17]([NH:16][C:14]([c:13]2[c:12]([F:11])[cH:22][cH:21][cH:20][c:19]2[F:23])=[O:15])=[O:18])[cH:6][c:7]([Cl:10])[c:8]1[Cl:9]. The reactants are ClC1=C(OC2=C(C=NC=C2)C(=O)N2CCCC3=CC=CC=C23)C=C(C=C1)Cl ([4-(2,5-Dichloro-phenoxy)-pyridin-3-yl]-(3,4-dihydro-2H-quinolin-1-yl)-methanone), FC1=CC(=C(N)C=C1F)OC (4,5-difluoro-2-methoxyaniline). The solvent is CCCCCCC.C(C)(=O)OCC (n-heptane ethyl acetate). The product is ClC1=C(OC2=CC=NC=C2C(=O)NC2=C(C=C(C(=C2)F)F)OC)C=C(C=C1)Cl (4-(2,5-Dichloro-phenoxy)-N-(4,5-difluoro-2-methoxy-phenyl)-nicotinamide). As a reaction SMILES: [Cl:1][C:2]1[CH:26]=[CH:25][C:24]([Cl:27])=[CH:23][C:3]=1[O:4][C:5]1[CH:10]=[CH:9][N:8]=[CH:7][C:6]=1[C:11](N1C2C(=CC=CC=2)CCC1)=[O:12].[F:28][C:29]1[C:35]([F:36])=[CH:34][C:32]([NH2:33])=[C:31]([O:37][CH3:38])[CH:30]=1>CCCCCCC.C(OCC)(=O)C>[Cl:1][C:2]1[CH:26]=[CH:25][C:24]([Cl:27])=[CH:23][C:3]=1[O:4][C:5]1[C:6]([C:11]([NH:33][C:32]2[CH:34]=[C:35]([F:36])[C:29]([F:28])=[CH:30][C:31]=2[O:37][CH3:38])=[O:12])=[CH:7][N:8]=[CH:9][CH:10]=1 |f:2.3|. Procedure details: The title compound was prepared in analogy to Example 1, from 4-(2,5-dichloro-phenoxy)-nicotinic acid (Example 1, intermediate) and 4,5-difluoro-2-methoxyaniline (commercially available; CAS RN 1017779-71-3) and using a gradient of n-heptane:ethyl acetate (100:0 to 40:60) for the chromatographic purification. White solid (80%). MS (ESI): m/z=425.027 [M+H]+. The reactants are N#Cc1c(OCC(F)(F)F)nc(OCCCOc2ccccc2)nc1N1CCc2ccccc2CC1, C1COCCO1, NCCc1cccnc1. Product: N#Cc1c(OCC(F)(F)F)nc(NCCc2cccnc2)nc1N1CCc2ccccc2CC1. Reaction SMILES: [O:1]([CH2:2][CH2:3][CH2:4][O:5][c:12]1[n:13][c:14]([O:31][CH2:32][C:33]([F:34])([F:35])[F:36])[c:15]([C:29]#[N:30])[c:16]([N:18]2[CH2:19][CH2:20][c:21]3[c:22]([cH:25][cH:26][cH:27][cH:28]3)[CH2:23][CH2:24]2)[n:17]1)[c:6]1[cH:7][cH:8][cH:9][cH:10][cH:11]1.[O:46]1[CH2:47][CH2:48][O:49][CH2:50][CH2:51]1.[n:37]1[cH:38][c:39]([CH2:43][CH2:44][NH2:45])[cH:40][cH:41][cH:42]1>>[c:12]1([NH:45][CH2:44][CH2:43][c:39]2[cH:38][n:37][cH:42][cH:41][cH:40]2)[n:13][c:14]([O:31][CH2:32][C:33]([F:34])([F:35])[F:36])[c:15]([C:29]#[N:30])[c:16]([N:18]2[CH2:19][CH2:20][c:21]3[c:22]([cH:25][cH:26][cH:27][cH:28]3)[CH2:23][CH2:24]2)[n:17]1. Starting materials: COCC1(C(=O)OC)CCN(CC(=O)OC(C)(C)C)C1, O=C(O)C(F)(F)F. The product is COCC1(C(=O)OC)CCN(CC(=O)O)C1. As a reaction SMILES: [CH3:1][O:2][C:3](=[O:4])[C:5]1([CH2:18][O:19][CH3:20])[CH2:6][N:7]([CH2:10][C:11](=[O:12])[O:13][C:14]([CH3:15])([CH3:16])[CH3:17])[CH2:8][CH2:9]1.[OH:21][C:22]([C:23]([F:24])([F:25])[F:26])=[O:27]>>[CH3:1][O:2][C:3](=[O:4])[C:5]1([CH2:18][O:19][CH3:20])[CH2:6][N:7]([CH2:10][C:11](=[O:12])[OH:13])[CH2:8][CH2:9]1. Reactants: BrC1=CC=C2CC(N(CC2=C1)C1=NC(=NC(=C1)N1CCN(CC1)C)N)C (4-(7-bromo-3-methyl-3,4-dihydroisoquinolin-2 (1H)-yl)-6-(4-methylpiperazin-1-yl)pyrimidin-2-amine), C1(CC1)CN1N=CC(=C1)B1OC(C(O1)(C)C)(C)C (1-(cyclopropylmethyl)-4-(4,4,5,5-tetramethyl-1,3,2-dioxaborolan-2-yl)-1H-pyrazole), C([O-])(O)=O.[Na+] (sodium bicarbonate), O1CCOCC1 (1,4-dioxane). Reagents/catalysts: C=1C=CC(=CC1)[P](C=2C=CC=CC2)(C=3C=CC=CC3)[Pd]([P](C=4C=CC=CC4)(C=5C=CC=CC5)C=6C=CC=CC6)([P](C=7C=CC=CC7)(C=8C=CC=CC8)C=9C=CC=CC9)[P](C=1C=CC=CC1)(C=1C=CC=CC1)C=1C=CC=CC1 (tetrakis(triphenylphosphine)palladium(0)). Run in CO (methanol), O (water). Run at temperature 90 celsius, time 8 hour. Product: C1(CC1)CN1N=CC(=C1)C1=CC=C2CC(N(CC2=C1)C1=NC(=NC(=C1)N1CCN(CC1)C)N)C (4-[7-[1-(cyclopropylmethyl)-1H-pyrazol-4-yl]-3-methyl-3,4-dihydroisoquinolin-2(1H)-yl]-6-(4-methylpiperazin-1-yl)pyrimidin-2-amine). The yield is 57.8%. Reaction SMILES: Br[C:2]1[CH:11]=[C:10]2[C:5]([CH2:6][CH:7]([CH3:26])[N:8]([C:12]3[CH:17]=[C:16]([N:18]4[CH2:23][CH2:22][N:21]([CH3:24])[CH2:20][CH2:19]4)[N:15]=[C:14]([NH2:25])[N:13]=3)[CH2:9]2)=[CH:4][CH:3]=1.[CH:27]1([CH2:30][N:31]2[CH:35]=[C:34](B3OC(C)(C)C(C)(C)O3)[CH:33]=[N:32]2)[CH2:29][CH2:28]1.C(=O)(O)[O-].[Na+].O1CCOCC1>CO.C1C=CC([P]([Pd]([P](C2C=CC=CC=2)(C2C=CC=CC=2)C2C=CC=CC=2)([P](C2C=CC=CC=2)(C2C=CC=CC=2)C2C=CC=CC=2)[P](C2C=CC=CC=2)(C2C=CC=CC=2)C2C=CC=CC=2)(C2C=CC=CC=2)C2C=CC=CC=2)=CC=1.O>[CH:27]1([CH2:30][N:31]2[CH:35]=[C:34]([C:2]3[CH:11]=[C:10]4[C:5]([CH2:6][CH:7]([CH3:26])[N:8]([C:12]5[CH:17]=[C:16]([N:18]6[CH2:19][CH2:20][N:21]([CH3:24])[CH2:22][CH2:23]6)[N:15]=[C:14]([NH2:25])[N:13]=5)[CH2:9]4)=[CH:4][CH:3]=3)[CH:33]=[N:32]2)[CH2:29][CH2:28]1 |f:2.3,^1:61,63,82,101|. Reported procedure: A mixture of 4-(7-bromo-3-methyl-3,4-dihydroisoquinolin-2 (1H)-yl)-6-(4-methylpiperazin-1-yl)pyrimidin-2-amine (10 mg, 0.02 mmol; Peak 1, Example 49, Step 7), 1-(cyclopropylmethyl)-4-(4,4,5,5-tetramethyl-1,3,2-dioxaborolan-2-yl)-1H-pyrazole (7.1 mg, 0.029 mmol), tetrakis(triphenylphosphine)palladium(0) (1.4 mg, 0.0012 mmol), and sodium bicarbonate (6.0 mg, 0.072 mmol) in a solution of 1,4-dioxane (0.2 mL) and water (0.1 mL) in a reaction vial was stirred at 90° C. overnight. After cooling it was...